describe an organic reaction: reactants, conditions, products, and yield From a dataset of the Open Reaction Database (ORD), a public repository of structured organic reaction records. Starting materials: CC(C)=O, C=CC=O, [Cl-], Nc1ccccc1Cl, Cl, O=N[O-], [Na+], O=[Ca], O. The product is O=CC(Cl)Cc1ccccc1Cl. RXN SMILES: [CH3:22][C:23](=[O:24])[CH3:25].[CH:13](=[O:14])[CH:15]=[CH2:16].[Cl-:19].[Cl:1][c:2]1[c:3]([NH2:4])[cH:5][cH:6][cH:7][cH:8]1.[ClH:20].[N:9]([O-:10])=[O:11].[Na+:12].[O:17]=[Ca:18].[OH2:21]>>[Cl:1][c:2]1[c:3]([CH2:16][CH:15]([CH:13]=[O:14])[Cl:19])[cH:5][cH:6][cH:7][cH:8]1. The reactants are CC(C)(O)c1ccc2c(c1)C(=CCCBr)c1cccnc1CO2, CC(C)O, CC1CNCCN1c1ccc(Cl)cc1, [I-], [K+]. The product is CC1CN(CCC=C2c3cc(C(C)(C)O)ccc3OCc3ncccc32)CCN1c1ccc(Cl)cc1. As a reaction SMILES: [Br:1][CH2:2][CH2:3][CH:4]=[C:5]1[c:6]2[c:7]([cH:16][cH:17][c:18]([C:20]([CH3:21])([CH3:22])[OH:23])[cH:19]2)[O:8][CH2:9][c:10]2[c:11]1[cH:12][cH:13][cH:14][n:15]2.[CH:40]([OH:41])([CH3:42])[CH3:43].[Cl:24][c:25]1[cH:26][cH:27][c:28]([N:31]2[CH:32]([CH3:37])[CH2:33][NH:34][CH2:35][CH2:36]2)[cH:29][cH:30]1.[I-:39].[K+:38]>>[CH2:2]([CH2:3][CH:4]=[C:5]1[c:6]2[c:7]([cH:16][cH:17][c:18]([C:20]([CH3:21])([CH3:22])[OH:23])[cH:19]2)[O:8][CH2:9][c:10]2[c:11]1[cH:12][cH:13][cH:14][n:15]2)[N:34]1[CH2:33][CH:32]([CH3:37])[N:31]([c:28]2[cH:27][cH:26][c:25]([Cl:24])[cH:30][cH:29]2)[CH2:36][CH2:35]1. Starting materials: C(C)(C)(C)OC(=O)NCCCN1C(C2=CC(=CC=C2C2=C1C=1C=CC=CC1C2=O)NC(CC(=O)OC)=O)=O (Methyl 3-[(6-(3-((tert-Butoxycarbonyl)amino)propyl)-5,11-dioxo-6,11-dihydro-5H-indeno[1,2-c]isoquinolin-3-yl)amino]-3-oxopropanoate), C(=O)(C(F)(F)F)O (TFA). The solvent is C(Cl)(Cl)Cl (chloroform). Product: NCCCN1C(C2=CC(=CC=C2C2=C1C=1C=CC=CC1C2=O)NC(CC(=O)OC)=O)=O (Methyl 3-[(6-(3-Aminopropyl)-5,11-dioxo-6,11-dihydro-5H-indeno[1,2-c]isoquinolin-3-yl)amino]-3-oxopropanoate). Reaction SMILES: C(OC([NH:8][CH2:9][CH2:10][CH2:11][N:12]1[C:21]2[C:22]3[CH:23]=[CH:24][CH:25]=[CH:26][C:27]=3[C:28](=[O:29])[C:20]=2[C:19]2[C:14](=[CH:15][C:16]([NH:30][C:31](=[O:37])[CH2:32][C:33]([O:35][CH3:36])=[O:34])=[CH:17][CH:18]=2)[C:13]1=[O:38])=O)(C)(C)C.C(O)(C(F)(F)F)=O>C(Cl)(Cl)Cl>[NH2:8][CH2:9][CH2:10][CH2:11][N:12]1[C:21]2[C:22]3[CH:23]=[CH:24][CH:25]=[CH:26][C:27]=3[C:28](=[O:29])[C:20]=2[C:19]2[C:14](=[CH:15][C:16]([NH:30][C:31](=[O:37])[CH2:32][C:33]([O:35][CH3:36])=[O:34])=[CH:17][CH:18]=2)[C:13]1=[O:38]. Procedure: Compound 18 (0.080 g, 0.145 mmol) was treated with TFA (0.5 mL) in chloroform (5 mL) for 2 h at room temperature. The solvent was removed on a rotary evaporator and the residue was then basified with 2 N NH3 in methanol to get the free amine, which was purified by silica gel column chromatography, eluting with chloroform-methanol, 8.8:1.2, to yield the product 23 (0.040 g, 62%) as a brown solid: mp 225-227° C. IR (KBr) 3067, 1739, 1673, 1574, 1535, 1511, 1202, 1134, 722 cm−1; 1H NMR (CD3OD, 300 ... Reactants: Racemic(±)-4-octyloxy-4'-(1-hydroxyethyl)biphenyl, C(CCCCC)(=O)O (caproic acid), O=C(OCC(COC(CCC)=O)OC(CCC)=O)CCC (tributyrin), C(CCCCCCC)OC1=CC=C(C=C1)C1=CC=C(C=C1)C(C)O ((-)-4-octyloxy-4'-(1-hydroxyethyl)biphenyl), C1(CCCCC1)N=C=NC1CCCCC1 (N,N'-dicyclohexylcarbodiimide). Reagents/catalysts: CN(C1=CC=NC=C1)C (4-dimethylaminopyridine). The solvent is ClCCl (dichloromethane). Run at time 6 hour. The product is C(CCCCCCC)OC1=CC=C(C=C1)C1=CC=C(C=C1)C(C)OC(CCCCC)=O ((-)-4-octyloxy-4'-(1-hexanoyloxyethyl)biphenyl). As a reaction SMILES: O=C(CCC)OCC(OC(=O)CCC)COC(=O)CCC.[CH2:22]([O:30][C:31]1[CH:36]=[CH:35][C:34]([C:37]2[CH:42]=[CH:41][C:40]([CH:43]([OH:45])[CH3:44])=[CH:39][CH:38]=2)=[CH:33][CH:32]=1)[CH2:23][CH2:24][CH2:25][CH2:26][CH2:27][CH2:28][CH3:29].C1(N=C=NC2CCCCC2)CCCCC1.[C:61](O)(=[O:67])[CH2:62][CH2:63][CH2:64][CH2:65][CH3:66]>CN(C)C1C=CN=CC=1.ClCCl>[CH2:22]([O:30][C:31]1[CH:36]=[CH:35][C:34]([C:37]2[CH:42]=[CH:41][C:40]([CH:43]([O:45][C:61](=[O:67])[CH2:62][CH2:63][CH2:64][CH2:65][CH3:66])[CH3:44])=[CH:39][CH:38]=2)=[CH:33][CH:32]=1)[CH2:23][CH2:24][CH2:25][CH2:26][CH2:27][CH2:28][CH3:29]. Procedure: Racemic(±)-4-octyloxy-4'-(1-hydroxyethyl)biphenyl (m.p. 110.9°-111.9° C.) and tributyrin were biochemically transesterified. The obtained 7.0 g (21 mmol) of optically active (-)-4-octyloxy-4'-(1-hydroxyethyl)biphenyl (m.p. 123.6° C., [α]D 24.5 -27.0° (c 1.0, CHCl3)), 7.5 g(36 mmol) of N,N'-dicyclohexylcarbodiimide (abbreviated as DCC) and 1.0 g of 4-dimethylaminopyridine (abbreviated as DMAP) were dissolved in 200 ml of dichloromethane. To the solution, 3.4 g (29 mmol) of caproic acid was added,... As a reaction SMILES: [CH3:38][S:39](=[O:40])(=[O:41])[c:42]1[cH:43][cH:44][c:45]([B:48]([OH:49])[OH:50])[cH:46][cH:47]1.[Na+:51].[Na+:52].[O-:53][C:54](=[O:55])[O-:56].[O:57]1[CH2:58][CH2:59][O:60][CH2:61][CH2:62]1.[Pd:63]([Cl:64])[Cl:65].[c:1]1([S:7](=[O:8])(=[O:9])[n:10]2[c:11]([C:20](=[CH:21][CH:22]3[CH2:23][CH2:24][CH2:25][CH2:26]3)[O:27][S:28]([c:29]3[cH:30][cH:31][c:32]([CH3:33])[cH:34][cH:35]3)(=[O:36])=[O:37])[cH:12][c:13]3[c:14]2[n:15][cH:16][c:17]([CH3:19])[cH:18]3)[cH:2][cH:3][cH:4][cH:5][cH:6]1.[c:66]1([P:67]([c:68]2[cH:69][cH:70][cH:71][cH:72][cH:73]2)[c:74]2[cH:75][cH:76][cH:77][cH:78][cH:79]2)[cH:80][cH:81][cH:82][cH:83][cH:84]1.[c:85]1([P:86]([c:87]2[cH:88][cH:89][cH:90][cH:91][cH:92]2)[c:93]2[cH:94][cH:95][cH:96][cH:97][cH:98]2)[cH:99][cH:100][cH:101][cH:102][cH:103]1>>[c:1]1([S:7](=[O:8])(=[O:9])[n:10]2[c:11]([C:20](=[CH:21][CH:22]3[CH2:23][CH2:24][CH2:25][CH2:26]3)[c:45]3[cH:44][cH:43][c:42]([S:39]([CH3:38])(=[O:40])=[O:41])[cH:47][cH:46]3)[cH:12][c:13]3[c:14]2[n:15][cH:16][c:17]([CH3:19])[cH:18]3)[cH:2][cH:3][cH:4][cH:5][cH:6]1. Starting materials: CS(=O)(=O)c1ccc(B(O)O)cc1, [Na+], [Na+], O=C([O-])[O-], C1COCCO1, Cl[Pd]Cl, Cc1ccc(S(=O)(=O)OC(=CC2CCCC2)c2cc3cc(C)cnc3n2S(=O)(=O)c2ccccc2)cc1, c1ccc(P(c2ccccc2)c2ccccc2)cc1, c1ccc(P(c2ccccc2)c2ccccc2)cc1. The product is Cc1cnc2c(c1)cc(C(=CC1CCCC1)c1ccc(S(C)(=O)=O)cc1)n2S(=O)(=O)c1ccccc1.